From a dataset of the Open Reaction Database (ORD), a public repository of structured organic reaction records. describe an organic reaction: reactants, conditions, products, and yield Reactants: C=O, O=CO, CC1=C2c3c(cnc4cc(Cl)ccc34)NC2CCN1. The product is CC1=C2c3c(cnc4cc(Cl)ccc34)NC2C(C)CN1. Reaction SMILES: [CH2:20]=[O:21].[CH:22]([OH:23])=[O:24].[Cl:1][c:2]1[cH:3][cH:4][c:5]2[c:6]3[c:7]([cH:8][n:9][c:10]2[cH:11]1)[NH:12][CH:13]1[C:14]3=[C:15]([CH3:19])[NH:16][CH2:17][CH2:18]1>>[Cl:1][c:2]1[cH:3][cH:4][c:5]2[c:6]3[c:7]([cH:8][n:9][c:10]2[cH:11]1)[NH:12][CH:13]1[C:14]3=[C:15]([CH3:19])[NH:16][CH2:17][CH:18]1[CH3:20]. The reactants are O=C1N([C@@H]2CC[C@H](N1C2)C(=O)NC2CCNCC2)OS(=O)(=O)[O-].C(CCC)[N+](CCCC)(CCCC)CCCC (N,N,N-tributylbutan-1-aminium [({(2S,5R)-7-oxo-2-[(piperidin-4-ylamino)carbonyl]-1,6-diazabicyclo[3.2.1]oct-6-yl}oxy)sulfonyl]oxidanide), FC(C(=O)O)(F)F (trifluoroacetic acid). Solvent: ClCCl (dichloromethane). Reaction conditions: time 1 hour. Yields the product O=C1N([C@@H]2CC[C@H](N1C2)C(=O)NC2CCNCC2)OS(=O)(=O)O ((2S,5R)-7-oxo-N-piperidin-4-yl-6-(sulfooxy)-1,6-diazabicyclo[3.2.1]octane-2-carboxamide). RXN SMILES: [O:1]=[C:2]1[N:8]2[CH2:9][C@@H:4]([CH2:5][CH2:6][C@H:7]2[C:10]([NH:12][CH:13]2[CH2:18][CH2:17][NH:16][CH2:15][CH2:14]2)=[O:11])[N:3]1[O:19][S:20]([O-:23])(=[O:22])=[O:21].C([N+](CCCC)(CCCC)CCCC)CCC.FC(F)(F)C(O)=O>ClCCl>[O:1]=[C:2]1[N:8]2[CH2:9][C@@H:4]([CH2:5][CH2:6][C@H:7]2[C:10]([NH:12][CH:13]2[CH2:18][CH2:17][NH:16][CH2:15][CH2:14]2)=[O:11])[N:3]1[O:19][S:20]([OH:23])(=[O:22])=[O:21] |f:0.1|. Procedure details: To a solution of N,N,N-tributylbutan-1-aminium [({(2S,5R)-7-oxo-2-[(piperidin-4-ylamino)carbonyl]-1,6-diazabicyclo[3.2.1]oct-6-yl}oxy)sulfonyl]oxidanide (22.4 mg, 0.050 mmol) in anhydrous dichloromethane (2 mL) at 0° C. under nitrogen was added trifluoroacetic acid (0.1 mL, 1.298 mmol) dropwise. The reaction mixture was stirred for 1 hour then concentrated under vacuum. Ether was added to the residue and the resulting white precipitate was collected by centrifugation. The solid was washed with e...